This data is from the Open Reaction Database (ORD), a public repository of structured organic reaction records. The task is: describe an organic reaction: reactants, conditions, products, and yield The reactants are COC(=O)CCc1cc(-c2ccc3ccccc3c2)c(OC)c([N+](=O)[O-])c1, COc1ccc(CCC(=O)O)cc1F, [Na+], [OH-]. Product: COc1c(-c2ccc3ccccc3c2)cc(CCC(=O)O)cc1[N+](=O)[O-]. As a reaction SMILES: [CH3:15][O:16][c:17]1[c:18](-[c:32]2[cH:33][c:34]3[cH:35][cH:36][cH:37][cH:38][c:39]3[cH:40][cH:41]2)[cH:19][c:20]([CH2:26][CH2:27][C:28](=[O:29])[O:30][CH3:31])[cH:21][c:22]1[N+:23](=[O:24])[O-:25].[F:1][c:2]1[cH:3][c:4]([CH2:5][CH2:6][C:7]([OH:8])=[O:9])[cH:10][cH:11][c:12]1[O:13][CH3:14].[Na+:43].[OH-:42]>>[CH3:15][O:16][c:17]1[c:18](-[c:32]2[cH:33][c:34]3[cH:35][cH:36][cH:37][cH:38][c:39]3[cH:40][cH:41]2)[cH:19][c:20]([CH2:26][CH2:27][C:28](=[O:29])[OH:30])[cH:21][c:22]1[N+:23](=[O:24])[O-:25]. The reactants are C(C)(C)(C)OC([C@H](CC1=CC=C(C=C1)OCCCC(NC=1NCCCN1)=O)NS(=O)(=O)C1=CC=C(C=C1)Cl)=O ((2S)-2-(4-chlorobenzenesulfonylamino)-3-{4-[3-(1,4,5,6-tetrahydropyrimidin-2-ylcarbamoyl)-propoxy]-phenyl}-propionic acid tert-butyl ester). Solvent: FC(C(=O)O)(F)F.O (trifluoroacetic acid water). Run at time 2 hour. Yields the product ClC1=CC=C(C=C1)S(=O)(=O)N[C@H](C(=O)O)CC1=CC=C(C=C1)OCCCC(NC=1NCCCN1)=O ((2S)-2-(4-Chlorobenzenesulfonylamino)-3-{4-[3-(1,4,5,6-tetrahydropyrimidin-2-ylcarbamoyl)-propoxy]-phenyl}-propionic acid). RXN SMILES: C([O:5][C:6](=[O:39])[C@@H:7]([NH:28][S:29]([C:32]1[CH:37]=[CH:36][C:35]([Cl:38])=[CH:34][CH:33]=1)(=[O:31])=[O:30])[CH2:8][C:9]1[CH:14]=[CH:13][C:12]([O:15][CH2:16][CH2:17][CH2:18][C:19](=[O:27])[NH:20][C:21]2[NH:22][CH2:23][CH2:24][CH2:25][N:26]=2)=[CH:11][CH:10]=1)(C)(C)C>FC(F)(F)C(O)=O.O>[Cl:38][C:35]1[CH:36]=[CH:37][C:32]([S:29]([NH:28][C@@H:7]([CH2:8][C:9]2[CH:14]=[CH:13][C:12]([O:15][CH2:16][CH2:17][CH2:18][C:19](=[O:27])[NH:20][C:21]3[NH:26][CH2:25][CH2:24][CH2:23][N:22]=3)=[CH:11][CH:10]=2)[C:6]([OH:39])=[O:5])(=[O:30])=[O:31])=[CH:33][CH:34]=1 |f:1.2|. Procedure details: 35.7 mg of (2S)-2-(4-chlorobenzenesulfonylamino)-3-{4-[3-(1,4,5,6-tetrahydropyrimidin-2-ylcarbamoyl)-propoxy]-phenyl}-propionic acid tert-butyl ester were dissolved in trifluoroacetic acid/water (95/5) and stirred for 2 hours. The solvent was removed in vacuo. The residue was dissolved in acetic acid/water and lyophilized. Yield 20.2 mg. MS (ES+): m/e=523.1 (M)+.